Dataset: the Open Reaction Database (ORD), a public repository of structured organic reaction records. Task: describe an organic reaction: reactants, conditions, products, and yield Starting materials: CI (methyl iodide), ice, C(C1=CC=CC=C1)N1C[C@H](N(CC1)C(C1=CC(=CC(=C1)C(F)(F)F)C(F)(F)F)=O)CC1=CNC2=CC=CC=C12 ((2R)-4-benzyl-1-[3,5-bis(trifluoromethyl)benzoyl]-2-(1H-indol-3-yl-methyl)piperazine), [H-].[Na+] (sodium hydride). The solvent is CN(C=O)C (dimethylformamide). Reaction conditions: time 5 minute. The product is C(C1=CC=CC=C1)N1C[C@H](N(CC1)C(C1=CC(=CC(=C1)C(F)(F)F)C(F)(F)F)=O)CC1=CN(C2=CC=CC=C12)C ((2R)-4-benzyl-1-[3,5-bis(trifluoromethyl)benzoyl]-2-(N-methyl-1H-indol-3-yl-methyl)piperazine). As a reaction SMILES: [CH2:1]([N:8]1[CH2:13][CH2:12][N:11]([C:14](=[O:29])[C:15]2[CH:20]=[C:19]([C:21]([F:24])([F:23])[F:22])[CH:18]=[C:17]([C:25]([F:28])([F:27])[F:26])[CH:16]=2)[C@H:10]([CH2:30][C:31]2[C:39]3[C:34](=[CH:35][CH:36]=[CH:37][CH:38]=3)[NH:33][CH:32]=2)[CH2:9]1)[C:2]1[CH:7]=[CH:6][CH:5]=[CH:4][CH:3]=1.[H-].[Na+].[CH3:42]I>CN(C)C=O>[CH2:1]([N:8]1[CH2:13][CH2:12][N:11]([C:14](=[O:29])[C:15]2[CH:16]=[C:17]([C:25]([F:26])([F:27])[F:28])[CH:18]=[C:19]([C:21]([F:23])([F:22])[F:24])[CH:20]=2)[C@H:10]([CH2:30][C:31]2[C:39]3[C:34](=[CH:35][CH:36]=[CH:37][CH:38]=3)[N:33]([CH3:42])[CH:32]=2)[CH2:9]1)[C:2]1[CH:3]=[CH:4][CH:5]=[CH:6][CH:7]=1 |f:1.2|. Procedure: To an ice-cooled solution of (2R)-4-benzyl-1-[3,5-bis(trifluoromethyl)benzoyl]-2-(1H-indol-3-yl-methyl)piperazine (1.15 g) in dimethylformamide (60 ml) was added 60% sodium hydride (0.1 g) under nitrogen atmosphere, and the mixture was stirred for 5 minutes. After addition of methyl iodide (0.13 ml), the reaction mixture was stirred for 40 minutes. The reaction was quenched with 0.5N hydrochloric acid (60 ml) and diluted with dichloromethane (80 ml). The organic layer was washed with water, aque...